This data is from the Open Reaction Database (ORD), a public repository of structured organic reaction records. The task is: describe an organic reaction: reactants, conditions, products, and yield The reactants are ClC(Cl)(OC(OC(Cl)(Cl)Cl)=O)Cl (Triphosgene), CN(NC(=O)NC=1C(=COC1)C(=O)OC)C (methyl 4-[[(2,2-dimethylhydrazino)carbonyl]amino]-3-furancarboxylate), C(Cl)Cl (methylene chloride). Conditions: time 8 hour. The product is ClC1=NN(C(N1C=1C(=COC1)C(=O)OC)=O)C (methyl 4-(3-chloro-1,5-dihydro-1-methyl-5-oxo-4H-1,2,4-triazol-4-yl)-3-furancarboxylate). As a reaction SMILES: Cl[C:2](Cl)(OC(=O)OC(Cl)(Cl)Cl)Cl.C[N:14](C)[NH:15][C:16]([NH:18][C:19]1[C:20]([C:24]([O:26][CH3:27])=[O:25])=[CH:21][O:22][CH:23]=1)=[O:17].[CH2:29]([Cl:31])Cl>>[Cl:31][C:29]1[N:18]([C:19]2[C:20]([C:24]([O:26][CH3:27])=[O:25])=[CH:21][O:22][CH:23]=2)[C:16](=[O:17])[N:15]([CH3:2])[N:14]=1. Procedure: Triphosgene (40.1 g) was added to a solution of crude title compound of Step C (15.4 g) in methylene chloride (550 mL) at 0° C. The mixture was heated at reflux for 4 h, cooled to room temperature and stirred overnight. The reaction mixture was concentrated to a brown oil which was dissolved in methylene chloride, washed with water and the aqueous layer extracted three times with methylene chloride. The combined organic extracts were dried (MgSO4), filtered and concentrated to a brown oil. Purif... Reactants: [N-]=[N+]=[N-].[Na+] (Sodium azide), CS(=O)(=O)OCC=1C=C(CN2C=C(C3=CC=CC=C23)C=2C(NC(C2C2=CN(C3=CC=CC=C23)C)=O)=O)C=CC1 (3-[1-(3-Methanesulfonyloxymethylbenzyl)-indol-3-yl]-4-(1-methyl-indol-3-yl)-pyrrole-2,5-dione). The solvent is CN(C=O)C (dimethylformamide). Reaction conditions: time 30 minute. The product is N(=[N+]=[N-])CC=1C=C(CN2C=C(C3=CC=CC=C23)C=2C(NC(C2C2=CN(C3=CC=CC=C23)C)=O)=O)C=CC1 (3-[1-(3-Azidomethylbenzyl)-indol-3-yl]-4-(1-methyl-indol-3-yl)-pyrrole-2,5-dione). As a reaction SMILES: [N-:1]=[N+:2]=[N-:3].[Na+].CS(O[CH2:10][C:11]1[CH:12]=[C:13]([CH:41]=[CH:42][CH:43]=1)[CH2:14][N:15]1[C:23]2[C:18](=[CH:19][CH:20]=[CH:21][CH:22]=2)[C:17]([C:24]2[C:25](=[O:40])[NH:26][C:27](=[O:39])[C:28]=2[C:29]2[C:37]3[C:32](=[CH:33][CH:34]=[CH:35][CH:36]=3)[N:31]([CH3:38])[CH:30]=2)=[CH:16]1)(=O)=O>CN(C)C=O>[N:1]([CH2:10][C:11]1[CH:12]=[C:13]([CH:41]=[CH:42][CH:43]=1)[CH2:14][N:15]1[C:23]2[C:18](=[CH:19][CH:20]=[CH:21][CH:22]=2)[C:17]([C:24]2[C:25](=[O:40])[NH:26][C:27](=[O:39])[C:28]=2[C:29]2[C:37]3[C:32](=[CH:33][CH:34]=[CH:35][CH:36]=3)[N:31]([CH3:38])[CH:30]=2)=[CH:16]1)=[N+:2]=[N-:3] |f:0.1|. Procedure: Sodium azide (0.144 g, 2.2 mmol) was added to a solution of the product of step b) (0.28 g, 0.5 mmol) in dry dimethylformamide (5 mL). The mixture was stirred at room temperature for 30 min and then partitioned between ethyl acetate and water. The organic phase was washed three times with water and evaporated (with ethanol), to give the crude sub-title product which was used without further purification. Yield: 59.1%. Procedure details: To a suspension of 0.592 g (14.8 mmol) of NaH in 30 mL of dry THF at 0° C. was added 3.32 g (12.3 mmol) of 4-benzyl-2-(S)-hydroxy-3-(R)-phenyl-morpholine prepared in step A. After 15 min 0.915 g of tetrabutylammonium iodide (2.47 mmol) and 2.4 mL (13 mmol) of 3,5-bis(trifluoromethyl)benzyl bromide were added. The resulting mixture was stirred at ice-bath temperature for 1 h, then poured into saturated NaHCO3 solution and extracted with ethyl acetate (EtOAc). The organic layers were combined, was... Reaction conditions: time 1 hour. Product: C(C1=CC=CC=C1)N1[C@@H]([C@H](OCC1)OCC1=CC(=CC(=C1)C(F)(F)F)C(F)(F)F)C1=CC=CC=C1 (4-Benzyl-2-(S)-(3,5-bis(trifluoromethyl)benzyloxy)-3-(R)-phenylmorpholine). Reagents/catalysts: [I-].C(CCC)[N+](CCCC)(CCCC)CCCC (tetrabutylammonium iodide). The reactants are C(=O)(O)[O-].[Na+] (NaHCO3), [H-].[Na+] (NaH), C(C1=CC=CC=C1)N1[C@@H]([C@H](OCC1)O)C1=CC=CC=C1 (4-benzyl-2-(S)-hydroxy-3-(R)-phenylmorpholine), FC(C=1C=C(CBr)C=C(C1)C(F)(F)F)(F)F (3,5-bis(trifluoromethyl)benzyl bromide). Reaction SMILES: [H-].[Na+].[CH2:3]([N:10]1[CH2:15][CH2:14][O:13][C@H:12]([OH:16])[C@H:11]1[C:17]1[CH:22]=[CH:21][CH:20]=[CH:19][CH:18]=1)[C:4]1[CH:9]=[CH:8][CH:7]=[CH:6][CH:5]=1.[F:23][C:24]([F:38])([F:37])[C:25]1[CH:26]=[C:27]([CH:30]=[C:31]([C:33]([F:36])([F:35])[F:34])[CH:32]=1)[CH2:28]Br.C([O-])(O)=O.[Na+]>C1COCC1.[I-].C([N+](CCCC)(CCCC)CCCC)CCC>[CH2:3]([N:10]1[CH2:15][CH2:14][O:13][C@H:12]([O:16][CH2:28][C:27]2[CH:30]=[C:31]([C:33]([F:35])([F:36])[F:34])[CH:32]=[C:25]([C:24]([F:23])([F:37])[F:38])[CH:26]=2)[C@H:11]1[C:17]1[CH:22]=[CH:21][CH:20]=[CH:19][CH:18]=1)[C:4]1[CH:5]=[CH:6][CH:7]=[CH:8][CH:9]=1 |f:0.1,4.5,7.8|. The solvent is C1CCOC1 (THF). Procedure details: To a solution of the subtitle product of step i) (5.60 g) in DMF was added tert-butyldimethylsilyl chloride (2.40 g) at −10° C. in portions. To this mixture was then added imidazole in portions. The mixture was then stirred at 0° C. for 2 h before being quenched with excess water. The mixture was then extracted with EtOAc (2×250 ml), the combined organics washed with water (3×300 ml) and brine (2×30 ml). The organic layer was dried (MgSO4) and solid was filtered. The filtrate was evaporated to d... Conditions: temperature 0 celsius, time 2 hour. The solvent is CN(C)C=O (DMF). RXN SMILES: [Cl:1][C:2]1[C:7]([CH:8]=[O:9])=[C:6]([NH:10][C@H:11]([CH3:14])[CH2:12][OH:13])[N:5]=[C:4]([S:15][CH2:16][C:17]2[CH:22]=[CH:21][CH:20]=[C:19]([F:23])[C:18]=2[F:24])[N:3]=1.[Si:25](Cl)([C:28]([CH3:31])([CH3:30])[CH3:29])([CH3:27])[CH3:26].N1C=CN=C1>CN(C=O)C>[Si:25]([O:13][CH2:12][C@H:11]([NH:10][C:6]1[C:7]([CH:8]=[O:9])=[C:2]([Cl:1])[N:3]=[C:4]([S:15][CH2:16][C:17]2[CH:22]=[CH:21][CH:20]=[C:19]([F:23])[C:18]=2[F:24])[N:5]=1)[CH3:14])([C:28]([CH3:31])([CH3:30])[CH3:29])([CH3:27])[CH3:26]. Starting materials: ClC1=NC(=NC(=C1C=O)N[C@@H](CO)C)SCC1=C(C(=CC=C1)F)F (4-chloro-2-[(2,3-difluorobenzyl)thio]-6-{[(1R)-2-hydroxy-1-methylethyl]-amino}-pyrimidine-5-carbaldehyde), [Si](C)(C)(C(C)(C)C)Cl (tert-butyldimethylsilyl chloride), N1C=NC=C1 (imidazole). Yields the product [Si](C)(C)(C(C)(C)C)OC[C@@H](C)NC1=NC(=NC(=C1C=O)Cl)SCC1=C(C(=CC=C1)F)F (4-[((1R)-2-{[tert-butyl(dimethyl)silyl]oxy}-1-methylethyl)amino]-6-chloro-2-[(2,3-difluorobenzyl)thio]pyrimidine-5-carbaldehyde). Reactants: BrC=1C(=NC=CC1)N (3-bromopyridin-2-amine), C1(=CC=CC=C1)P(C1=CC=CC=2C(C3=CC=CC(=C3OC12)P(C1=CC=CC=C1)C1=CC=CC=C1)(C)C)C1=CC=CC=C1 (4,5-bis(diphenylphosphino)-9,9-dimethyl-9H-xanthene), C(C)N(C(C)C)C(C)C (N-ethyl-N-isopropylpropan-2-amine), C1(=CC=CC=C1)S (thiophenol). Reagents/catalysts: C=1C=CC(=CC1)/C=C/C(=O)/C=C/C2=CC=CC=C2.C=1C=CC(=CC1)/C=C/C(=O)/C=C/C2=CC=CC=C2.C=1C=CC(=CC1)/C=C/C(=O)/C=C/C2=CC=CC=C2.[Pd].[Pd] (Pd2dba3). Solvent: O1CCOCC1 (dioxane). Reaction conditions: temperature 100 celsius. The product is C1(=CC=CC=C1)SC=1C(=NC=CC1)N (3-(phenylthio)pyridin-2-amine). Reaction SMILES: Br[C:2]1[C:3]([NH2:8])=[N:4][CH:5]=[CH:6][CH:7]=1.C1(P(C2C=CC=CC=2)C2C3OC4C(=CC=CC=4P(C4C=CC=CC=4)C4C=CC=CC=4)C(C)(C)C=3C=CC=2)C=CC=CC=1.C(N(C(C)C)C(C)C)C.[C:60]1([SH:66])[CH:65]=[CH:64][CH:63]=[CH:62][CH:61]=1>C1C=CC(/C=C/C(/C=C/C2C=CC=CC=2)=O)=CC=1.C1C=CC(/C=C/C(/C=C/C2C=CC=CC=2)=O)=CC=1.C1C=CC(/C=C/C(/C=C/C2C=CC=CC=2)=O)=CC=1.[Pd].[Pd].O1CCOCC1>[C:60]1([S:66][C:2]2[C:3]([NH2:8])=[N:4][CH:5]=[CH:6][CH:7]=2)[CH:65]=[CH:64][CH:63]=[CH:62][CH:61]=1 |f:4.5.6.7.8|. Reported procedure: A mixture of 3-bromopyridin-2-amine (167 mg, 0.966 mmol), Pd2dba3 (22.1 mg, 0.024 mmol), 4,5-bis(diphenylphosphino)-9,9-dimethyl-9H-xanthene (27.9 mg, 0.048 mmol), N-ethyl-N-isopropylpropan-2-amine (0.33 mL, 1.9 mmol), thiophenol (121 mg, 1.1 mmol), and dioxane (10 mL) was heated at 100° C. under nitrogen for 2 hours. The reaction mixture was cooled to room temperature, filtered and concentrated. The reaction mixture was purified by MPLC to afford 3-(phenylthio)pyridin-2-amine. Reactants: BrC=1C=C2C(CC(OC2=CC1F)C1=CC=CC=C1)=O (6-bromo-7-fluoro-2-phenylchroman-4-one), ice water, C(=N[Si](C)(C)C)=N[Si](C)(C)C (N,N′-methanediylidenebis(1,1,1-trimethylsilanamine)). The reagents and catalysts are Cl[Ti](Cl)(Cl)Cl (TiCl4). Solvent: C(Cl)Cl (DCM). Reaction conditions: time 1 hour. Product: BrC=1C=C2C(CCOC2=CC1)=NC#N (N-(6-bromochroman-4-ylidene)cyanamide). Isolated yield 93.3%. RXN SMILES: [Br:1][C:2]1[CH:3]=[C:4]2[C:9](=[CH:10][C:11]=1F)[O:8][CH:7](C1C=CC=CC=1)[CH2:6][C:5]2=O.[C:20](=[N:26][Si](C)(C)C)=[N:21][Si](C)(C)C>C(Cl)Cl.Cl[Ti](Cl)(Cl)Cl>[Br:1][C:2]1[CH:3]=[C:4]2[C:9](=[CH:10][CH:11]=1)[O:8][CH2:7][CH2:6][C:5]2=[N:26][C:20]#[N:21]. Procedure details: To a solution of 6-bromo-7-fluoro-2-phenylchroman-4-one (289.3 mg, 1.28 mmol) in DCM (10 mL) was added TiCl4 (2.6 mL, 1 M in CH2Cl2) dropwise within 15 minutes at room temperature. After stirring for 1 h, N,N′-methanediylidenebis(1,1,1-trimethylsilanamine) (0.63 mL, 2.82 mmol) was added dropwise. The mixture was stirred at room temperature overnight and poured into ice-water (50 g). The organic layer was separated and the aqueous layer was extracted with CH2Cl2. The combined organic layer was dr... Starting materials: ClC=1C=C2C(=CNC2=CC1)CCNC(=O)C1=NOC(=C1)CC1=C(C=CC(=C1)F)F (N-(2-(5-chloro-1H-indol-3-yl)ethyl)-5-(2,5-difluorobenzyl)isoxazole-3-carboxamide), [F-].C(CCC)[N+](CCCC)(CCCC)CCCC (tetrabutylammonium fluoride), C1CCOC1 (THF), [F-].C(CCC)[N+](CCCC)(CCCC)CCCC (tetrabutylammonium fluoride), C1CCOC1 (THF). Run at time 8 hour. Yields the product ClC=1C=C2C(=CNC2=CC1)CCNC(=O)C1=NOC(=C1)C(C1=C(C=CC(=C1)F)F)=O (N-(2-(5-chloro-1H-indol-3-yl)ethyl)-5-(2,5-difluorobenzoyl)isoxazole-3-carboxamide). Isolated yield 19.0%. Reaction SMILES: [Cl:1][C:2]1[CH:3]=[C:4]2[C:8](=[CH:9][CH:10]=1)[NH:7][CH:6]=[C:5]2[CH2:11][CH2:12][NH:13][C:14]([C:16]1[CH:20]=[C:19]([CH2:21][C:22]2[CH:27]=[C:26]([F:28])[CH:25]=[CH:24][C:23]=2[F:29])[O:18][N:17]=1)=[O:15].[F-].C([N+](CCCC)(CCCC)CCCC)CCC.C1C[O:51]CC1>>[Cl:1][C:2]1[CH:3]=[C:4]2[C:8](=[CH:9][CH:10]=1)[NH:7][CH:6]=[C:5]2[CH2:11][CH2:12][NH:13][C:14]([C:16]1[CH:20]=[C:19]([C:21](=[O:51])[C:22]2[CH:27]=[C:26]([F:28])[CH:25]=[CH:24][C:23]=2[F:29])[O:18][N:17]=1)=[O:15] |f:1.2|. Procedure: N-(2-(5-chloro-1H-indol-3-yl)ethyl)-5-(2,5-difluorobenzyl)isoxazole-3-carboxamide (0.0641 g; 0.154 mmol) was added to a solution of tetrabutylammonium fluoride in THF (1 M, 0.462 mL). The resulting mixture was stirred at room temperature overnight. As the reaction was not completed, tetrabutylammonium fluoride in THF (1 M, 2 mL) were added, the reaction mixture was stirred for four hours and concentrated under reduced pressure. The crude mixture was purified by flash chromatography on silica (el... Starting materials: COC(COc1ccc2c(c1)CCNC2=O)OC, Fc1ccc(-c2ccc(CBr)cc2)cc1, [H-], [I-], [K+], [Na+], CN(C)C=O, O. Product: COC(COc1ccc2c(c1)CCN(Cc1ccc(-c3ccc(F)cc3)cc1)C2=O)OC. RXN SMILES: [CH3:1][O:2][CH:3]([CH2:4][O:5][c:6]1[cH:7][c:8]2[c:13]([cH:14][cH:15]1)[C:12](=[O:16])[NH:11][CH2:10][CH2:9]2)[O:17][CH3:18].[F:19][c:20]1[cH:21][cH:22][c:23](-[c:26]2[cH:27][cH:28][c:29]([CH2:32][Br:33])[cH:30][cH:31]2)[cH:24][cH:25]1.[H-:34].[I-:37].[K+:36].[Na+:35].[O:38]=[CH:39][N:40]([CH3:41])[CH3:42].[OH2:43]>>[CH3:1][O:2][CH:3]([CH2:4][O:5][c:6]1[cH:7][c:8]2[c:13]([cH:14][cH:15]1)[C:12](=[O:16])[N:11]([CH2:32][c:29]1[cH:28][cH:27][c:26](-[c:23]3[cH:22][cH:21][c:20]([F:19])[cH:25][cH:24]3)[cH:31][cH:30]1)[CH2:10][CH2:9]2)[O:17][CH3:18].